From a dataset of the Open Reaction Database (ORD), a public repository of structured organic reaction records. describe an organic reaction: reactants, conditions, products, and yield Starting materials: [OH-].[Na+] (sodium hydroxide), CN1C2CC3=C1CCC1=C3C=CCN=CC1(C2C)C (1,2,3,4,5,6-hexahydro-3,6,12-trimethyl-2,6-methano-9H-pyrrolo[3,2-h][3]benzazocine), C(C)(=O)O (acetic acid), C(#N)[BH3-].[Na+] (sodium cyanoborohydride). Run in O (water). Conditions: time 2 hour. Yields the product CN1C2CC3=C1CCC1=C3C=CCNCC1(C2C)C (1,2,3,4,5,6,7,8-Octahydro-3,6,12-trimethyl-2,6-methano-9H-pyrrolo[3,2-h][3]benzazocine). The yield is 68.7%. RXN SMILES: [CH3:1][N:2]1[C:6]2[CH2:7][CH2:8][C:9]3[C:16]4([CH3:19])[CH:17]([CH3:18])[CH:3]1[CH2:4][C:5]=2[C:10]=3[CH:11]=[CH:12][CH2:13][N:14]=[CH:15]4.C(O)(=O)C.C([BH3-])#N.[Na+].[OH-].[Na+]>O>[CH3:1][N:2]1[C:6]2[CH2:7][CH2:8][C:9]3[C:16]4([CH3:19])[CH:17]([CH3:18])[CH:3]1[CH2:4][C:5]=2[C:10]=3[CH:11]=[CH:12][CH2:13][NH:14][CH2:15]4 |f:2.3,4.5|. Procedure: To a stirred solution of 2.24 g of 1,2,3,4,5,6-hexahydro-3,6,12-trimethyl-2,6-methano-9H-pyrrolo[3,2-h][3]benzazocine and 23 ml of acetic acid, cooled to 15° C. under nitrogen, was added 1.70 g of sodium cyanoborohydride. The reaction mixture was stirred for an additional 2 hr and 90 ml of water was added. The solution was made basic (pH 12) with 50% aqueous sodium hydroxide solution and extracted with dichloromethane-ether. The combined organic layers were washed with brine, dried over anhydrou...